From a dataset of the Open Reaction Database (ORD), a public repository of structured organic reaction records. describe an organic reaction: reactants, conditions, products, and yield The reactants are NC1=C(C(=C(C(=O)[O-])C=C1SCC1=CC=C(C=C1)OC)NC1=C(C=CC=C1)F)F (4-Amino-3-fluoro-2-((2-fluorophenyl)amino)-5-((4-methoxybenzyl)thio)benzoate), C(=O)(C(F)(F)F)O (CF3COOH), C(=O)O (HCOOH), C(CCCC)C(=O)O (n-C5H11COOH), C(=O)(C(F)(F)F)O (CF3COOH). Run in aromatic aliphatic ether, CC(=O)O (CH3COOH). Product: NC1=C(C(=C(C(=O)OC)C=C1S)NC1=C(C=CC=C1)F)F (Methyl 4-amino-3-fluoro-2-((2-fluorophenyl)amino)-5-mercaptobenzoate). As a reaction SMILES: [NH2:1][C:2]1[C:10]([S:11]CC2C=CC(OC)=CC=2)=[CH:9][C:5]([C:6]([O-:8])=[O:7])=[C:4]([NH:21][C:22]2[CH:27]=[CH:26][CH:25]=[CH:24][C:23]=2[F:28])[C:3]=1[F:29].[C:30](O)(C(F)(F)F)=O.C(O)=O.C(C(O)=O)CCCC>CC(O)=O>[NH2:1][C:2]1[C:10]([SH:11])=[CH:9][C:5]([C:6]([O:8][CH3:30])=[O:7])=[C:4]([NH:21][C:22]2[CH:27]=[CH:26][CH:25]=[CH:24][C:23]=2[F:28])[C:3]=1[F:29]. Reported procedure: 4-Amino-3-fluoro-2-((2-fluorophenyl)amino)-5-((4-methoxybenzyl)thio)benzoate can be deprotected in the presence of acid (such as CF3COOH, HCOOH, CH3COOH and n-C5H11COOH, prefer CF3COOH) at certain temperature (20-75° C., prefer 25-75° C.) in appropriate aromatic aliphatic ether (such as anisole and phenetole, prefer anisole) for some time (1-12 h, prefer 3-10 h). Methyl 4-amino-3-fluoro-2-((2-fluorophenyl)amino)-5-mercaptobenzoate is obtained after conventional workup. Reported procedure: An aqueous solution of 4,5,6,7-tetrahydro-7-oxobenzo[b]thiophen-4-amine hydrochloride (1.01 g/5 ml water) is treated with 0.81 g of potassium cyanate in 2 ml of water at pH 6-7 to afford the title compound, which is collected and washed with water to afford 0.93 g, m.p. 241° C. to 242° C. dec. Product: O=C1CCC(C2=C1SC=C2)NC(=O)N (4,5,6,7-tetrahydro-7-oxobenzo[b]thien-4-ylurea). The solvent is O (water). The reactants are Cl.O=C1CCC(C2=C1SC=C2)N (4,5,6,7-tetrahydro-7-oxobenzo[b]thiophen-4-amine hydrochloride), [O-]C#N.[K+] (potassium cyanate). Reaction SMILES: Cl.[O:2]=[C:3]1[C:8]2[S:9][CH:10]=[CH:11][C:7]=2[CH:6]([NH2:12])[CH2:5][CH2:4]1.[O-:13][C:14]#[N:15].[K+]>O>[O:2]=[C:3]1[C:8]2[S:9][CH:10]=[CH:11][C:7]=2[CH:6]([NH:12][C:14]([NH2:15])=[O:13])[CH2:5][CH2:4]1 |f:0.1,2.3|. Starting materials: CN(C)C=O, ClC(Cl)Cl, Cn1c(C(F)(F)F)cc(=O)n(-c2cc(C(=O)O)c(Cl)cc2F)c1=O, O=C(Cl)C(=O)Cl. Product: Cn1c(C(F)(F)F)cc(=O)n(-c2cc(C(=O)Cl)c(Cl)cc2F)c1=O. As a reaction SMILES: [CH3:31][N:32]([CH3:33])[CH:34]=[O:35].[CH:36]([Cl:37])([Cl:38])[Cl:39].[Cl:1][c:2]1[c:3]([C:4](=[O:5])[OH:6])[cH:7][c:8](-[n:12]2[c:13](=[O:24])[n:14]([CH3:23])[c:15]([C:19]([F:20])([F:21])[F:22])[cH:16][c:17]2=[O:18])[c:9]([F:11])[cH:10]1.[Cl:25][C:26]([C:27]([Cl:28])=[O:29])=[O:30]>>[Cl:1][c:2]1[c:3]([C:4](=[O:5])[Cl:25])[cH:7][c:8](-[n:12]2[c:13](=[O:24])[n:14]([CH3:23])[c:15]([C:19]([F:20])([F:21])[F:22])[cH:16][c:17]2=[O:18])[c:9]([F:11])[cH:10]1. The reactants are CC1=NOC(=C1)NC(C1=CN=CC=C1C(F)(F)F)=O (N-(3-Methyl-5-isoxazolyl)-4-(trifluoromethyl)nicotinamide), O (water), C([O-])([O-])=O.[K+].[K+] (potassium carbonate), BrCC#N (bromoacetonitrile). The solvent is CCCCCC.C(C)(=O)OCC (hexane ethyl acetate), CN(C=O)C (dimethylformamide). Run at time 2 hour. Yields the product C(C)OCN(C(C1=CN=CC=C1C(F)(F)F)=O)C1=CC(=NO1)C (N-Ethoxymethyl-N-(3-methyl-5-isoxazolyl)-4-(trifluoromethyl)nicotinamide). Isolated yield 71.1%. Reaction SMILES: [CH3:1][C:2]1[CH:6]=[C:5]([NH:7][C:8](=[O:19])[C:9]2[C:14]([C:15]([F:18])([F:17])[F:16])=[CH:13][CH:12]=[N:11][CH:10]=2)[O:4][N:3]=1.[C:20](=[O:23])([O-])[O-].[K+].[K+].Br[CH2:27][C:28]#N.O>CN(C)C=O.CCCCCC.C(OCC)(=O)C>[CH2:27]([O:23][CH2:20][N:7]([C:5]1[O:4][N:3]=[C:2]([CH3:1])[CH:6]=1)[C:8](=[O:19])[C:9]1[C:14]([C:15]([F:18])([F:16])[F:17])=[CH:13][CH:12]=[N:11][CH:10]=1)[CH3:28] |f:1.2.3,7.8|. Procedure details: N-(3-Methyl-5-isoxazolyl)-4-(trifluoromethyl)nicotinamide (Compound No. 1-2, 107.1 mg, 0.39 mmol) prepared according to Example 1 was dissolved in dimethylformamide (2 ml). To this solution, potassium carbonate (81.4 mg, 0.59 mmol) and bromoacetonitrile (30 μl, 0.43 mmol) were added, and the mixture was stirred at room temperature for 2 hours. The reaction mixture was poured into water and extracted with ethyl acetate. The extract was washed with brine, dried over anhydrous magnesium sulfate and... Starting materials: O1CCOCC1 (dioxane), C1(CCCCC1)C1=CC=C(C=C1)C(CC(C(=O)OC)=O)=O (Methyl 4-(4-cyclohexylphenyl)-2,4-dioxo-1-butanoate), [OH-].[K+] (potassium hydroxide). Solvent: C(C)O (ethanol). Conditions: time 8 hour. Yields the product C1(CCCCC1)C1=CC=C(C=C1)C(CC(C(=O)O)=O)=O (4-(4-Cyclohexylphenyl)-2,4-dioxo-1 -butanoic acid). As a reaction SMILES: O1CCOCC1.[CH:7]1([C:13]2[CH:18]=[CH:17][C:16]([C:19](=[O:27])[CH2:20][C:21](=[O:26])[C:22]([O:24]C)=[O:23])=[CH:15][CH:14]=2)[CH2:12][CH2:11][CH2:10][CH2:9][CH2:8]1.[OH-].[K+]>C(O)C>[CH:7]1([C:13]2[CH:14]=[CH:15][C:16]([C:19](=[O:27])[CH2:20][C:21](=[O:26])[C:22]([OH:24])=[O:23])=[CH:17][CH:18]=2)[CH2:8][CH2:9][CH2:10][CH2:11][CH2:12]1 |f:2.3|. Procedure: In 20 ml of ethanol and 2.4 ml of dioxane there was suspended 1.15 g (4 mMol) of the ester product prepared in Step B above. There was then added 3 ml of 2 N potassium hydroxide, whereupon a precipitate formed. The reaction mixture was stirred overnight at room temperature. The mixture was evaporated to dryness, an then water was added, whereupon most of the solid dissolved. The mixture was then made acidic to pH 1.0 using 6 N hydrochloric acid. A white solid was obtained which was filtered off,...